From a dataset of the Open Reaction Database (ORD), a public repository of structured organic reaction records. describe an organic reaction: reactants, conditions, products, and yield Reactants: C(C)(C)(C)OC(=O)N1C=C(C=2C1=NC=C(C2)Br)C(C2=C(C(=CC=C2)OC(=O)OC(C)(C)C)F)=O (5-bromo-3-(3-tert-butoxycarbonyloxy-2-fluoro-benzoyl)-pyrrolo[2,3-b]pyridine-1-carboxylic acid tert-butyl ester), C([O-])([O-])=O.[K+].[K+] (potassium carbonate), C1(=CC=CC=C1)B(O)O (phenylboronic acid). The reagents and catalysts are C=1C=CC(=CC1)[P](C=2C=CC=CC2)(C=3C=CC=CC3)[Pd]([P](C=4C=CC=CC4)(C=5C=CC=CC5)C=6C=CC=CC6)([P](C=7C=CC=CC7)(C=8C=CC=CC8)C=9C=CC=CC9)[P](C=1C=CC=CC1)(C=1C=CC=CC1)C=1C=CC=CC1 (tetrakis(triphenylphosphine)palladium(0)). The solvent is O (water), O1CCCC1 (tetrahydrofuran), O (water). Conditions: temperature 65 celsius, time 3 hour. Yields the product C(C)(C)(C)OC(=O)N1C=C(C=2C1=NC=C(C2)C2=CC=CC=C2)C(C2=C(C(=CC=C2)OC(=O)OC(C)(C)C)F)=O (3-(3-tert-butoxycarbonyloxy-2-fluoro-benzoyl)-5-phenyl-pyrrolo[2,3-b]pyridine-1-carboxylic acid tert-butyl ester). Reaction SMILES: [C:1]([O:5][C:6]([N:8]1[C:12]2=[N:13][CH:14]=[C:15](Br)[CH:16]=[C:11]2[C:10]([C:18](=[O:34])[C:19]2[CH:24]=[CH:23][CH:22]=[C:21]([O:25][C:26]([O:28][C:29]([CH3:32])([CH3:31])[CH3:30])=[O:27])[C:20]=2[F:33])=[CH:9]1)=[O:7])([CH3:4])([CH3:3])[CH3:2].C(=O)([O-])[O-].[K+].[K+].[C:41]1(B(O)O)[CH:46]=[CH:45][CH:44]=[CH:43][CH:42]=1>O1CCCC1.O.C1C=CC([P]([Pd]([P](C2C=CC=CC=2)(C2C=CC=CC=2)C2C=CC=CC=2)([P](C2C=CC=CC=2)(C2C=CC=CC=2)C2C=CC=CC=2)[P](C2C=CC=CC=2)(C2C=CC=CC=2)C2C=CC=CC=2)(C2C=CC=CC=2)C2C=CC=CC=2)=CC=1>[C:1]([O:5][C:6]([N:8]1[C:12]2=[N:13][CH:14]=[C:15]([C:41]3[CH:46]=[CH:45][CH:44]=[CH:43][CH:42]=3)[CH:16]=[C:11]2[C:10]([C:18](=[O:34])[C:19]2[CH:24]=[CH:23][CH:22]=[C:21]([O:25][C:26]([O:28][C:29]([CH3:32])([CH3:31])[CH3:30])=[O:27])[C:20]=2[F:33])=[CH:9]1)=[O:7])([CH3:4])([CH3:3])[CH3:2] |f:1.2.3,^1:59,61,80,99|. Procedure details: To 5-bromo-3-(3-tert-butoxycarbonyloxy-2-fluoro-benzoyl)-pyrrolo[2,3-b]pyridine-1-carboxylic acid tert-butyl ester (32, 55.0 mg, 0.10 mmol) in tetrahydrofuran (10 mL) were added 1.0 M potassium carbonate in water (3.5 mL), phenylboronic acid (18.8 mg, 0.15 mmol) and tetrakis(triphenylphosphine)palladium(0) (3.9 mg, 0.0034 mmol) under an atmosphere of nitrogen. The reaction was stirred at 65° C. for 3 hours, and then poured into water and extracted with ethyl acetate. The organic layer was washed... Reactants: ClC1=NC=NC2=CC(=C(C=C12)OC)OC (4-Chloro-6,7-dimethoxyquinazoline), NC=1C=C(C=C(N)C1)Cl (5-amino-3-chloroaniline). Solvent: CO (methanol), C(C)(C)O (isopropanol). Conditions: temperature 20 celsius. The product is Cl.NC=1C=C(C=C(C1)Cl)NC1=NC=NC2=CC(=C(C=C12)OC)OC ((3-amino-5-chlorophenyl)-(6,7-dimethoxyquinazolin-4-yl)amine hydrochloride). Yield: 77.1%. As a reaction SMILES: [Cl:1][C:2]1[C:11]2[C:6](=[CH:7][C:8]([O:14][CH3:15])=[C:9]([O:12][CH3:13])[CH:10]=2)[N:5]=[CH:4][N:3]=1.[NH2:16][C:17]1[CH:18]=[C:19]([Cl:24])[CH:20]=[C:21]([CH:23]=1)[NH2:22]>C(O)(C)C.CO>[ClH:1].[NH2:22][C:21]1[CH:23]=[C:17]([NH:16][C:2]2[C:11]3[C:6](=[CH:7][C:8]([O:14][CH3:15])=[C:9]([O:12][CH3:13])[CH:10]=3)[N:5]=[CH:4][N:3]=2)[CH:18]=[C:19]([Cl:24])[CH:20]=1 |f:4.5|. Procedure: 4-Chloro-6,7-dimethoxyquinazoline (200 mg, 0.89 mmol) and 5-amino-3-chloroaniline (253 mg, 1.78 mmol) were combined in isopropanol (3 mL) and heated to reflux for 16 hours under an atmosphere of dry nitrogen. After cooling to 20° C. the mixture was diluted with methanol (5 mL) and the resulting precipitate was filtered and dried, in vacuo, to afford 252 mg (77%) of (3-amino-5-chlorophenyl)-(6,7-dimethoxyquinazolin-4-yl)amine hydrochloride (mp. 298°-301° C.; LC-MS: 331 (MH+)). A portion of this p... Starting materials: FC1=CC=C(C=C1)C(C(=O)C1=CC=C(C=C1)SC)C(C(F)(F)F)=O (2-(4-fluorophenyl)-1-[4-(methylthio)phenyl]-4,4,4-trifluoro-1,3-butanedione), NN (hydrazine), O (water). The solvent is C(C)(=O)O (acetic acid). Conditions: time 18 hour. Yields the product FC1=CC=C(C=C1)C=1C(=NNC1C(F)(F)F)C1=CC=C(C=C1)SC (4-(4-fluorophenyl)-3-[4-(methylthio)phenyl]-5-(trifluoromethyl)-1H-pyrazole). Yield: 89.0%. As a reaction SMILES: [F:1][C:2]1[CH:7]=[CH:6][C:5]([CH:8]([C:19](=O)[C:20]([F:23])([F:22])[F:21])[C:9]([C:11]2[CH:16]=[CH:15][C:14]([S:17][CH3:18])=[CH:13][CH:12]=2)=O)=[CH:4][CH:3]=1.[NH2:25][NH2:26].O>C(O)(=O)C>[F:1][C:2]1[CH:7]=[CH:6][C:5]([C:8]2[C:9]([C:11]3[CH:16]=[CH:15][C:14]([S:17][CH3:18])=[CH:13][CH:12]=3)=[N:25][NH:26][C:19]=2[C:20]([F:23])([F:22])[F:21])=[CH:4][CH:3]=1. Procedure: Crude 2-(4-fluorophenyl)-1-[4-(methylthio)phenyl]-4,4,4-trifluoro-1,3-butanedione (Example 3, Step 2) (1.0 g) was reacted with anhydrous hydrazine (0.13 g) in glacial acetic acid. The mixture was held at 80°-110° C. for 18 hours and poured into water. The resulting solid precipitate was filtered, purified by HPLC and recrystallized from methylene chloride-hexane to give 4-(4-fluorophenyl)-3-[4-(methylthio)phenyl]-5-(trifluoromethyl)-1H-pyrazole as a solid (0.88 g, 89%): mp 189°-190° C. The reactants are CN(C)C=O, CC#N, ClCc1nc2cccnc2[nH]1, c1ccc(P(c2ccccc2)c2ccccc2)cc1. The product is c1ccc([P+](Cc2nc3cccnc3[nH]2)(c2ccccc2)c2ccccc2)cc1, [Cl-]. RXN SMILES: [CH3:31][N:32]([CH3:33])[CH:34]=[O:35].[CH3:36][C:37]#[N:38].[Cl:1][CH2:2][c:3]1[n:4][c:5]2[c:6]([n:7][cH:8][cH:9][cH:10]2)[nH:11]1.[c:12]1([P:18]([c:19]2[cH:20][cH:21][cH:22][cH:23][cH:24]2)[c:25]2[cH:26][cH:27][cH:28][cH:29][cH:30]2)[cH:13][cH:14][cH:15][cH:16][cH:17]1>>[CH2:2]([c:3]1[n:4][c:5]2[c:6]([n:7][cH:8][cH:9][cH:10]2)[nH:11]1)[P+:18]([c:12]1[cH:13][cH:14][cH:15][cH:16][cH:17]1)([c:19]1[cH:20][cH:21][cH:22][cH:23][cH:24]1)[c:25]1[cH:26][cH:27][cH:28][cH:29][cH:30]1.[Cl-:1]. Starting materials: C1(=CC=CC=C1)P(C1=C(C2=CC=CC=C2C=C1)C1=C(C=CC2=CC=CC=C12)P(C1=CC=CC=C1)C1=CC=CC=C1)C1=CC=CC=C1 (2,2′-bis-diphenylphosphanyl-[1,1′]binaphthalenyl), ClC=1N=C(C2=C(N1)N(C=C2C2=CC=C(C(=O)NC)C=C2)COCC[Si](C)(C)C)OC2CCC2 (4-(2-chloro-4-cyclobutoxy-7-((2-(trimethylsilyl)ethoxy)methyl)-7H-pyrrolo[2,3-d]pyrimidin-5-yl)-N-methylbenzamide), NC1=C(C=C(C(=O)NC2CN(C2)C)C=C1)OC (4-amino-3-methoxy-N-(1-methylazetidin-3-yl)benzamide), C([O-])([O-])=O.[Cs+].[Cs+] (cesium carbonate). The reagents and catalysts are C(C)(=O)[O-].[Pd+2].C(C)(=O)[O-] (palladium acetate). The solvent is O1CCOCC1 (1,4-dioxane). Run at temperature 100 celsius, time 2 hour. Yields the product C1(CCC1)OC=1C2=C(N=C(N1)NC1=C(C=C(C(=O)NC3CN(C3)C)C=C1)OC)N(C=C2C2=CC=C(C=C2)C(NC)=O)COCC[Si](C)(C)C (4-((4-Cyclobutoxy-5-(4-(methylcarbamoyl)phenyl)-7-((2-(trimethylsilyl)ethoxy)methyl)-7H-pyrrolo[2,3-d]pyrimidin-2-yl)amino)-3-methoxy-N-(1-methylazetidin-3-yl)benzamide). The yield is 73.0%. RXN SMILES: Cl[C:2]1[N:3]=[C:4]([O:29][CH:30]2[CH2:33][CH2:32][CH2:31]2)[C:5]2[C:10]([C:11]3[CH:20]=[CH:19][C:14]([C:15]([NH:17][CH3:18])=[O:16])=[CH:13][CH:12]=3)=[CH:9][N:8]([CH2:21][O:22][CH2:23][CH2:24][Si:25]([CH3:28])([CH3:27])[CH3:26])[C:6]=2[N:7]=1.[NH2:34][C:35]1[CH:48]=[CH:47][C:38]([C:39]([NH:41][CH:42]2[CH2:45][N:44]([CH3:46])[CH2:43]2)=[O:40])=[CH:37][C:36]=1[O:49][CH3:50].C(=O)([O-])[O-].[Cs+].[Cs+].C1(P(C2C=CC=CC=2)C2C=CC3C(=CC=CC=3)C=2C2C3C(=CC=CC=3)C=CC=2P(C2C=CC=CC=2)C2C=CC=CC=2)C=CC=CC=1>O1CCOCC1.C([O-])(=O)C.[Pd+2].C([O-])(=O)C>[CH:30]1([O:29][C:4]2[C:5]3[C:10]([C:11]4[CH:20]=[CH:19][C:14]([C:15](=[O:16])[NH:17][CH3:18])=[CH:13][CH:12]=4)=[CH:9][N:8]([CH2:21][O:22][CH2:23][CH2:24][Si:25]([CH3:28])([CH3:27])[CH3:26])[C:6]=3[N:7]=[C:2]([NH:34][C:35]3[CH:48]=[CH:47][C:38]([C:39]([NH:41][CH:42]4[CH2:43][N:44]([CH3:46])[CH2:45]4)=[O:40])=[CH:37][C:36]=3[O:49][CH3:50])[N:3]=2)[CH2:33][CH2:32][CH2:31]1 |f:2.3.4,7.8.9|. Procedure details: To a degassed mixture of 4-(2-chloro-4-cyclobutoxy-7-((2-(trimethylsilyl)ethoxy)methyl)-7H-pyrrolo[2,3-d]pyrimidin-5-yl)-N-methylbenzamide (1 equiv), 4-amino-3-methoxy-N-(1-methylazetidin-3-yl)benzamide (1.2 equiv) and cesium carbonate (3 equiv) in 1,4-dioxane (0.1 M) was added palladium acetate (0.1 equiv) and 2,2′-bis-diphenylphosphanyl-[1,1′]binaphthalenyl (0.2 equiv). The reaction was stirred at 100° C. for 2 h. After the reaction was completed, the reaction mixture was cooled to room temper... Starting materials: NC(=O)[C@@H](CC)NC(CCCCl)=O ((R)-N-[1-(aminocarbonyl)propyl]-4-chlorobutanamide), [OH-].[K+] (potassium hydroxide). Reagents/catalysts: [Br-].C(CCC)[N+](CCCC)(CCCC)CCCC (tetrabutylammonium bromide). Solvent: C(Cl)(Cl)(Cl)Cl (carbon tetrachloride), ClCCl (dichloromethane). Run at time 15 minute. The product is C(C)[C@H](C(=O)N)N1C(CCC1)=O ((R)-alpha-ethyl-2-oxo-1-pyrrolidineacetamide). Isolated yield 75.4%. Reaction SMILES: [NH2:1][C:2]([C@H:4]([NH:7][C:8](=[O:13])[CH2:9][CH2:10][CH2:11]Cl)[CH2:5][CH3:6])=[O:3].[OH-].[K+]>[Br-].C([N+](CCCC)(CCCC)CCCC)CCC.ClCCl.C(Cl)(Cl)(Cl)Cl>[CH2:5]([C@@H:4]([N:7]1[CH2:11][CH2:10][CH2:9][C:8]1=[O:13])[C:2]([NH2:1])=[O:3])[CH3:6] |f:1.2,3.4|. Procedure details: 6.2 g (0.03 mole) of (R)-N-[1-(aminocarbonyl)propyl]-4-chlorobutanamide and 0.484 g (0.0015 mole) of tetrabutylammonium bromide are mixed in 42 ml of dichloromethane at 0° C. under a nitrogen atmosphere. 2.02 g (0.036 mole) of potassium hydroxide powder are added over 30 minutes at such a rate that the temperature of the reaction mixture does not exceed +2° C. The mixture is stirred for 15 minutes and then allowed to return to ambient temperature. The insoluble material is filtered off and the f... The reactants are CNC1CCCCC1NC, Cc1ccccc1, [Cu]I, COc1ccc(I)cc1, [K+], [K+], [K+], N#Cc1c[nH]c2cc3c(cc12)OCO3, O=P([O-])([O-])[O-]. Yields the product COc1ccc(-n2cc(C#N)c3cc4c(cc32)OCO4)cc1. Reaction SMILES: [CH3:18][NH:19][CH:20]1[CH2:21][CH2:22][CH2:23][CH2:24][CH:25]1[NH:26][CH3:27].[CH3:42][c:43]1[cH:44][cH:45][cH:46][cH:47][cH:48]1.[Cu:49][I:50].[I:1][c:2]1[cH:3][cH:4][c:5]([O:8][CH3:9])[cH:6][cH:7]1.[K+:15].[K+:16].[K+:17].[O:28]1[CH2:29][O:30][c:31]2[c:32]1[cH:33][c:34]1[c:35]([C:40]#[N:41])[cH:36][nH:37][c:38]1[cH:39]2.[P:10]([O-:11])([O-:12])([O-:13])=[O:14]>>[c:2]1(-[n:37]2[cH:36][c:35]([C:40]#[N:41])[c:34]3[cH:33][c:32]4[c:31]([cH:39][c:38]32)[O:30][CH2:29][O:28]4)[cH:3][cH:4][c:5]([O:8][CH3:9])[cH:6][cH:7]1. The reactants are OC1=CC=C(C(C(=O)[O-])O)C=C1.[Na+].O (monohydrate sodium parahydroxymandelate), [Cl-].[Na+] (sodium chloride). Product: C(C=O)(=O)O (glyoxylic acid), C1(=CC=CC=C1)O (phenol), [Cl-].[Na+] (sodium chloride). As a reaction SMILES: [OH:1][C:2]1[CH:12]=[CH:11][C:5]([CH:6]([OH:10])[C:7]([O-:9])=[O:8])=[CH:4][CH:3]=1.[Na+:13].O.[Cl-:15].[Na+]>>[C:7]([OH:9])(=[O:8])[CH:6]=[O:10].[C:2]1([OH:1])[CH:12]=[CH:11][CH:5]=[CH:4][CH:3]=1.[Cl-:15].[Na+:13] |f:0.1.2,3.4,7.8|. Reported procedure: More recently solid monohydrate sodium parahydroxymandelate containing sodium chloride (about 10% by weight) has been isolated from its aqueous preparing solution from glyoxylic acid and phenol with salting by sodium chloride (see Belgium patent 867.287, Chemical Abstracts, 1979, 90, 870 67 g). Reactants: N=1N=C(OC)C=CC1OC, IC1COC1. The reagents and catalysts are O=S(=O)(O)O, OO, [Fe].O=S(=O)(O)O.O. The solvent is O, O=S(C)C. Reaction conditions: temperature 60 celsius, time 1 hour. Product: N=1N=C(OC)C(=CC1OC)C2COC2. Isolated yield 22.0%. Procedure details: H2O2  (30%  in  H2O;  0.23  mL,  2.25  mmol)  was  added  dropwise  over  5  min  to  a  stirred  solution  of  3,6-dimethoxypyridazine  1e  (100  mg,  0.75  mmol),  concentrated  H2SO4  (80  μL,  1.5  mmol),  3-iodooxetane  (276  mg,  1.5  mmol)  and  iron(II)  sulfate  heptahydrate  (63  mg,  0.225  mmol)  in  DMSO  (7.5  mL)  at  60  °C.  After  1-2  min  a  further  portion  of  iron(II) sulfate heptahydrate (50 mg, 0.19 mmol) was added and the mixture was stirred at 60 °C for 60 min. Ater a...